From a dataset of the Open Reaction Database (ORD), a public repository of structured organic reaction records. describe an organic reaction: reactants, conditions, products, and yield The reactants are O=C(Cl)C1CC2CCN1CC2, NC1CCN(CCc2ccc(F)cc2)C1. Product: O=C(NC1CCN(CCc2ccc(F)cc2)C1)C1CC2CCN1CC2. Reaction SMILES: [N:1]12[CH:2]([C:9](=[O:10])[Cl:11])[CH2:3][CH:4]([CH2:5][CH2:6]1)[CH2:7][CH2:8]2.[NH2:12][CH:13]1[CH2:14][N:15]([CH2:18][CH2:19][c:20]2[cH:21][cH:22][c:23]([F:26])[cH:24][cH:25]2)[CH2:16][CH2:17]1>>[N:1]12[CH:2]([C:9](=[O:10])[NH:12][CH:13]3[CH2:14][N:15]([CH2:18][CH2:19][c:20]4[cH:21][cH:22][c:23]([F:26])[cH:24][cH:25]4)[CH2:16][CH2:17]3)[CH2:3][CH:4]([CH2:5][CH2:6]1)[CH2:7][CH2:8]2. The reactants are C(C)O (ethanol), C(C)(=O)OCC (ethyl acetate), ClC=1C(C2=CC=CC=C2C(C1NCCOC)=O)=O (2-chloro-3-[(2-methoxyethyl)amino]-1,4-naphthoquinone). The reagents and catalysts are S(O)(O)(=O)=O (sulfuric acid). The solvent is C(C)(=O)OC(C)=O (acetic anhydride), C(C)(=O)OC(C)=O (acetic anhydride). Reaction conditions: temperature 45 celsius, time 1 hour. The product is ClC1=C(C(C2=CC=CC=C2C1=O)=O)N(C(C)=O)CCOC (N-(3-chloro-1,4-dihydro-1,4-dioxo-2-naphthalenyl)-N-(2-methoxyethyl)acetamide). RXN SMILES: [Cl:1][C:2]1[C:3](=[O:18])[C:4]2[C:9]([C:10](=[O:17])[C:11]=1[NH:12][CH2:13][CH2:14][O:15][CH3:16])=[CH:8][CH:7]=[CH:6][CH:5]=2.[CH2:19]([OH:21])[CH3:20].C(OCC)(=O)C>S(=O)(=O)(O)O.C(OC(=O)C)(=O)C>[Cl:1][C:2]1[C:3](=[O:18])[C:4]2[C:9](=[CH:8][CH:7]=[CH:6][CH:5]=2)[C:10](=[O:17])[C:11]=1[N:12]([CH2:13][CH2:14][O:15][CH3:16])[C:19](=[O:21])[CH3:20]. Procedure details: A few drops of concentrated sulfuric acid was added to a solution of 2-chloro-3-[(2-methoxyethyl)amino]-1,4-naphthoquinone (33 g) in acetic anhydride (100 ml) and the mixture was stirred at 45° C. for 1 hour. By adding ethanol (100 ml) to the reaction solution, excess acetic anhydride was esterified. After cooling, ethyl acetate was added to the reaction solution and the mixture was washed with water and brine and then dried over anhydrous sodium sulfate. The solvent was evaporated and the resid...